From a dataset of the Open Reaction Database (ORD), a public repository of structured organic reaction records. describe an organic reaction: reactants, conditions, products, and yield Reactants: C(C)OC(C(=O)C=1SC(SC1C(C)(C)OC1OCCCC1)=S)OCC (2,2-diethoxy-1-(5-(2-(tetrahydro-2H-pyran-2-yloxy)propan-2-yl)-2-thioxo-1,3-dithiol-4-yl)ethanone). Solvent: C(Cl)Cl (CH2Cl2). Run at time 12 hour. Product: C(C)OC(C1(C2=C(C(O1)(C)C)SC(S2)=S)O)OCC (4-(diethoxymethyl)-4-hydroxy-6,6-dimethyl-4,6-dihydro-[1,3]dithiolo[4,5-c]furan-2-thione). As a reaction SMILES: [CH2:1]([O:3][CH:4]([O:23][CH2:24][CH3:25])[C:5]([C:7]1[S:8][C:9](=[S:22])[S:10][C:11]=1[C:12]([O:15]C1CCCCO1)([CH3:14])[CH3:13])=[O:6])[CH3:2]>C(Cl)Cl>[CH2:1]([O:3][CH:4]([O:23][CH2:24][CH3:25])[C:5]1([OH:6])[O:15][C:12]([CH3:14])([CH3:13])[C:11]2[S:10][C:9](=[S:22])[S:8][C:7]1=2)[CH3:2]. Reported procedure: 10 mg (0.024 mmol) of 2,2-diethoxy-1-(5-(2-(tetrahydro-2H-pyran-2-yloxy)propan-2-yl)-2-thioxo-1,3-dithiol-4-yl)ethanone 5 was dissolved in 5 mL of CH2Cl2 containing 0.1 mL CF3COOH. The reaction mixture was stirred for 12 hours, washed with 20 mL of saturated solution of NaHCO3 and, the organic layer was separated and dried in vacuum to yield the target compound 4 as a solid material. Yield: 7.2 mg (0.02 mmol, 90%). Yields the product C1(=CC=CC=C1)CC(=O)P(OC)(OC)=O (Dimethyl Phenylacetylphosphonate). Procedure: This compound was prepared from phenylacetic acid (0.68 g, 5.0 mmol) as described for the preparation of the trimethylsilyl analogue 50a. The reaction furnished 1.17 g of 50b as a white solid, mp. 117-122° C. (hygroscopic). IR (film): 3600-2600, 1457, 1312, 1237 and 1053; 1H NMR (200 MHz, CDCl3): δ3.83 (6H, d, J=11 Hz), 6.07 (1H, d, J=12 Hz) and 7.52 (5H, m); 13C NMR (50 MHz, CDCl3): δ53.6, 116.3, 116.8, 127.2, 127.3, 127.9, 129.2, 133.7, 134.1, 137.8 and 141.9; 31P (202 MHz; CDCl3; H3PO4): δ16.... The reactants are C1(=CC=CC=C1)CC(=O)O (phenylacetic acid), trimethylsilyl, C[Si](C=1C=C(C=CC1)CC(=O)P(OC)(OC)=O)(C)C (Dimethyl m-trimethylsilylphenylacetylphosphonate). As a reaction SMILES: C1(CC(O)=O)C=CC=CC=1.C[Si](C)(C)[C:13]1[CH:14]=[C:15]([CH2:19][C:20]([P:22](=[O:27])([O:25][CH3:26])[O:23][CH3:24])=[O:21])[CH:16]=[CH:17][CH:18]=1>>[C:15]1([CH2:19][C:20]([P:22](=[O:27])([O:23][CH3:24])[O:25][CH3:26])=[O:21])[CH:14]=[CH:13][CH:18]=[CH:17][CH:16]=1. The reactants are CC(C)(C)OC(=O)NCc1ccc(C(=O)O)cc1, NCCC(=O)OCc1ccccc1. The product is CC(C)(C)OC(=O)NCc1ccc(C(=O)NCCC(=O)OCc2ccccc2)cc1. As a reaction SMILES: [C:1]([CH3:2])([CH3:3])([CH3:4])[O:5][C:6](=[O:7])[NH:8][CH2:9][c:10]1[cH:11][cH:12][c:13]([C:16](=[O:17])[OH:18])[cH:14][cH:15]1.[CH2:19]([c:20]1[cH:21][cH:22][cH:23][cH:24][cH:25]1)[O:26][C:27]([CH2:28][CH2:29][NH2:30])=[O:31]>>[C:1]([CH3:2])([CH3:3])([CH3:4])[O:5][C:6](=[O:7])[NH:8][CH2:9][c:10]1[cH:11][cH:12][c:13]([C:16](=[O:18])[NH:30][CH2:29][CH2:28][C:27]([O:26][CH2:19][c:20]2[cH:21][cH:22][cH:23][cH:24][cH:25]2)=[O:31])[cH:14][cH:15]1. The reactants are O=C([O-])O, Cc1cn(-c2ccc(C=C(CCCCl)C(=O)NC(C)c3ccc(F)cc3F)cc2F)cn1, [H-], [Na+], [Na+], CN(C)C=O, O. Yields the product Cc1cn(-c2ccc(C=C3CCCN(C(C)c4ccc(F)cc4F)C3=O)cc2F)cn1. Reaction SMILES: [C:36](=[O:37])([OH:38])[O-:39].[F:1][c:2]1[c:3]([CH:9]([CH3:10])[NH:11][C:12]([C:13]([CH2:14][CH2:15][CH2:16][Cl:17])=[CH:18][c:19]2[cH:20][c:21]([F:31])[c:22](-[n:25]3[cH:26][n:27][c:28]([CH3:30])[cH:29]3)[cH:23][cH:24]2)=[O:32])[cH:4][cH:5][c:6]([F:8])[cH:7]1.[H-:33].[Na+:34].[Na+:40].[O:41]=[CH:42][N:43]([CH3:44])[CH3:45].[OH2:35]>>[F:1][c:2]1[c:3]([CH:9]([CH3:10])[N:11]2[C:12](=[O:32])[C:13](=[CH:18][c:19]3[cH:20][c:21]([F:31])[c:22](-[n:25]4[cH:26][n:27][c:28]([CH3:30])[cH:29]4)[cH:23][cH:24]3)[CH2:14][CH2:15][CH2:16]2)[cH:4][cH:5][c:6]([F:8])[cH:7]1. Starting materials: F[B-](F)(F)F, CCOC(=O)Cc1cccc(C(=O)c2ccccc2)c1, CCOC(=O)C(=CC=[N+](C)C)N(C)C, CCO, CCOC(=O)C(=CC=C(SC)C(=O)c1ccccc1)N(C)C. Product: CCOC(=O)C(=CC=C(C(=O)OCC)N(C)C)c1cccc(C(=O)c2ccccc2)c1. Reaction SMILES: [B-:23]([F:24])([F:25])([F:26])[F:27].[C:42]([c:43]1[cH:44][cH:45][cH:46][cH:47][cH:48]1)(=[O:49])[c:50]1[cH:51][c:52]([CH2:56][C:57](=[O:58])[O:59][CH2:60][CH3:61])[cH:53][cH:54][cH:55]1.[CH3:28][N:29]([C:30](=[CH:31][CH:32]=[N+:33]([CH3:34])[CH3:35])[C:36](=[O:37])[O:38][CH2:39][CH3:40])[CH3:41].[CH3:62][CH2:63][OH:64].[c:1]1([C:2](=[O:3])[C:4]([S:5][CH3:6])=[CH:7][CH:8]=[C:9]([N:10]([CH3:11])[CH3:12])[C:13]([O:14][CH2:15][CH3:16])=[O:17])[cH:18][cH:19][cH:20][cH:21][cH:22]1>>[CH3:28][N:29]([C:30](=[CH:31][CH:32]=[C:56]([c:52]1[cH:51][c:50]([C:42]([c:43]2[cH:44][cH:45][cH:46][cH:47][cH:48]2)=[O:49])[cH:55][cH:54][cH:53]1)[C:57](=[O:58])[O:59][CH2:60][CH3:61])[C:36](=[O:37])[O:38][CH2:39][CH3:40])[CH3:41]. Reactants: N-hydroxy-1-[4-(5-cyano-1-methanesulfonylindol-3-yl)piperidine-1-sulfonyl]-piperidine-2-, C(=O)(O)[C@H](O)[C@@H](O)C(=O)O.N1[C@@H](C(=O)O)CCCC1 ((R)-pipecolinic acid (L)-tartrate salt), C(#N)C=1C=C2C(=CN(C2=CC1)S(=O)(=O)C)C1CCN(CC1)S(=O)(=O)Cl (4-(5-cyano-1-methanesulfonylindol-3-yl)piperidine-1-sulfonyl chloride), S(=O)(=O)(Cl)Cl (sulfonyl chloride). The product is C(#N)C=1C=C2C(=CN(C2=CC1)S(=O)(=O)C)C1CCN(CC1)S(=O)(=O)N1[C@H](CCCC1)C(=O)O (1-[4-(5-cyano-1-methanesulfonyl-indol-3-yl)piperidine-1-sulfonyl]piperidine-2-(R)-carboxylic acid). Isolated yield 86.0%. RXN SMILES: [C:1]([C:3]1[CH:4]=[C:5]2[C:9](=[CH:10][CH:11]=1)[N:8]([S:12]([CH3:15])(=[O:14])=[O:13])[CH:7]=[C:6]2[CH:16]1[CH2:21][CH2:20][N:19]([S:22](Cl)(=[O:24])=[O:23])[CH2:18][CH2:17]1)#[N:2].S(Cl)(Cl)(=O)=O.C([C@@H]([C@H](C(O)=O)O)O)(O)=O.[NH:41]1[CH2:49][CH2:48][CH2:47][CH2:46][C@@H:42]1[C:43]([OH:45])=[O:44]>>[C:1]([C:3]1[CH:4]=[C:5]2[C:9](=[CH:10][CH:11]=1)[N:8]([S:12]([CH3:15])(=[O:14])=[O:13])[CH:7]=[C:6]2[CH:16]1[CH2:21][CH2:20][N:19]([S:22]([N:41]2[CH2:49][CH2:48][CH2:47][CH2:46][C@@H:42]2[C:43]([OH:45])=[O:44])(=[O:24])=[O:23])[CH2:18][CH2:17]1)#[N:2] |f:2.3|. Reported procedure: 10% Palladium on carbon (0.49 g) was added to a solution of 1-benzyloxycarbonyl-4-(5-cyano-1-methanesulfonylindol-3-yl)piperidine (0.98 g, 2.24 mmol) [prepared as described in Step 2 above] in 80% ethanol/tetrahydrofuran (10 ml) under an argon atmosphere. The reaction mixture was stirred under an atmosphere of hydrogen gas (1 atm) for 2 h. The reaction mixture was degassed, filtered through Celite and concentrated in vacuo to give 4-(5-cyano-1-methanesulfonylindol-3-yl)piperidine (97%) as a whit... Reactants: [OH-].[Na+] (sodium hydroxide), ClC1=CC(=CC=2[C@](C3=CC=CC=C3C12)(C(F)(F)F)O)OCCCC(=O)OCC (Ethyl 4-[(9R)-4-chloro-9-hydroxy-9-(trifluoromethyl)-9H-fluoren-2-yloxy]butyrate), O (water). The solvent is C(C)O (ethanol). Conditions: temperature 80 celsius, time 8 hour. The product is ClC1=CC(=CC=2[C@](C3=CC=CC=C3C12)(C(F)(F)F)O)OCCCC(=O)O (4-[(9R)-4-Chloro-9-hydroxy-9-(trifluoromethyl)-9H-fluoren-2-yloxy]butyric acid). Isolated yield 84.3%. As a reaction SMILES: [Cl:1][C:2]1[C:14]2[C:13]3[C:8](=[CH:9][CH:10]=[CH:11][CH:12]=3)[C@:7]([OH:19])([C:15]([F:18])([F:17])[F:16])[C:6]=2[CH:5]=[C:4]([O:20][CH2:21][CH2:22][CH2:23][C:24]([O:26]CC)=[O:25])[CH:3]=1.[OH-].[Na+].O>C(O)C>[Cl:1][C:2]1[C:14]2[C:13]3[C:8](=[CH:9][CH:10]=[CH:11][CH:12]=3)[C@:7]([OH:19])([C:15]([F:17])([F:18])[F:16])[C:6]=2[CH:5]=[C:4]([O:20][CH2:21][CH2:22][CH2:23][C:24]([OH:26])=[O:25])[CH:3]=1 |f:1.2|. Reported procedure: Ethyl 4-[(9R)-4-chloro-9-hydroxy-9-(trifluoromethyl)-9H-fluoren-2-yloxy]butyrate (92.2 g) was dissolved in ethanol (100 ml), 4N aqueous sodium hydroxide (100 ml) was added, and the mixture was stirred at 80° C. overnight. The reaction mixture was cooled to room temperature, water (200 ml) was added, and the mixture was washed twice with toluene (100 ml). The obtained aqueous layer was neutralized with concentrated hydrochloric acid (40 ml), and extracted twice with ethyl acetate (300 ml). The ob... Starting materials: C(O)(O)=O.NNC(=N)N (Aminoguanidine bicarbonate), Cl (HCl), Cl (HCl), C(C)(C)O (isopropanol), C(O)(O)=O.NNC(=N)N (aminoguanidine bicarbonate), C(C)(C)O (isopropanol), COC(C=O)(C)OC (methyl glyoxal dimethylacetal). The solvent is O (DI water), O (DI water). Reaction conditions: temperature 32 celsius, time 20 minute. Product: C/C(=N\N=C(N)N)/C=N/N=C(N)N (MGBG). Yield: 47.0%. RXN SMILES: C(=O)(O)O.[NH2:5][NH:6][C:7]([NH2:9])=[NH:8].[CH:10](O)([CH3:12])[CH3:11].Cl.COC(OC)(C)C=O>O>[CH3:11]/[C:10](/[CH:12]=[N:5]/[N:6]=[C:7]([NH2:9])[NH2:8])=[N:5]\[N:6]=[C:7]([NH2:9])[NH2:8] |f:0.1|. Procedure details: Aminoguanidine bicarbonate (Aldrich 98.5%) was slurried in DI water at 35°-40° C. for about 30 minutes, the suspension was filtered to remove diaminoguanidine and other impurities amounting to about 1% w/w. 505 g, 3.8 mol of the filtered aminoguanidine bicarbonate was suspended in 200 g DI water and 300 g (156 mL) isopropanol to give a heavy, but stirrable mixture. Concentrated HCl (376 g, 37.8%) was cautiously added dropwise over a 1.5 hr period to prevent excessive foaming (Note 1). The mixtur...